describe an organic reaction: reactants, conditions, products, and yield From a dataset of the Open Reaction Database (ORD), a public repository of structured organic reaction records. Starting materials: BrC1=C(C=C(C=C1)N1C(C2=C(C1=O)CCCC2)=O)OC(C(C)=O)CCC (N-[4-bromo-3(1-propyl-2-oxopropoxy)phenyl]-3,4,5,6-tetrahydrophthalimide), C1=CC=CC=C1 (benzene), C(CO)O (ethyleneglycol), C1(=CC=C(C=C1)S(=O)(=O)O)C (p-toluenesulfonic acid). Run in C(C)N(CC)CC (triethylamine). Run at time 5.5 hour. Yields the product BrC1=C(C=C(C=C1)N1C(C2=C(C1=O)CCCC2)=O)OC(C2(C)OCCO2)CCC (N-[4-bromo-3-(1-propyl-2,2-ethylenedioxypropoxy)phenyl]-3,4,5,6-tetrahydrophthalimide). As a reaction SMILES: [Br:1][C:2]1[CH:7]=[CH:6][C:5]([N:8]2[C:12](=[O:13])[C:11]3[CH2:14][CH2:15][CH2:16][CH2:17][C:10]=3[C:9]2=[O:18])=[CH:4][C:3]=1[O:19][CH:20]([CH2:24][CH2:25][CH3:26])[C:21](=[O:23])[CH3:22].[CH2:27](O)[CH2:28][OH:29].C1(C)C=CC(S(O)(=O)=O)=CC=1.C1C=CC=CC=1>C(N(CC)CC)C>[Br:1][C:2]1[CH:7]=[CH:6][C:5]([N:8]2[C:12](=[O:13])[C:11]3[CH2:14][CH2:15][CH2:16][CH2:17][C:10]=3[C:9]2=[O:18])=[CH:4][C:3]=1[O:19][CH:20]([CH2:24][CH2:25][CH3:26])[C:21]1([O:29][CH2:28][CH2:27][O:23]1)[CH3:22]. Procedure: A mixture of 1.5 g. of N-[4-bromo-3(1-propyl-2-oxopropoxy)phenyl]-3,4,5,6-tetrahydrophthalimide, 0.7 g. of ethyleneglycol, 0.1 g. of p-toluenesulfonic acid and 30 ml. of benzene was refluxed with stirring under removing water for 5.5 hours and the reaction mixture was cooled to room temperature and 0.4 ml. of triethylamine was added. The solvent was distilled off under a reduced pressure. The residue was purified by a chromatography on a column of silica gel (developing solvent: ethyl acetate:n-... Starting materials: CCOC(=O)Cl, [Li]CCCC, C1CCOC1, Clc1cn2ccccc2n1. The product is CCOC(=O)c1c(Cl)nc2ccccn12. Reaction SMILES: [C:16]([O:17][CH2:18][CH3:19])(=[O:20])[Cl:21].[CH2:1]([Li:2])[CH2:3][CH2:4][CH3:5].[CH2:22]1[O:23][CH2:24][CH2:25][CH2:26]1.[Cl:6][c:7]1[n:8][c:9]2[n:10]([cH:11][cH:12][cH:13][cH:14]2)[cH:15]1>>[Cl:6][c:7]1[n:8][c:9]2[n:10]([cH:11][cH:12][cH:13][cH:14]2)[c:15]1[C:16]([O:17][CH2:18][CH3:19])=[O:20].